From a dataset of the Open Reaction Database (ORD), a public repository of structured organic reaction records. describe an organic reaction: reactants, conditions, products, and yield Reactants: CC(=O)O, CSc1c(Cl)c(-c2cc(S(=O)(=O)Cl)c(Cl)cc2Cl)nn1C, [Zn]. Product: CSc1c(Cl)c(-c2cc(S)c(Cl)cc2Cl)nn1C. RXN SMILES: [CH3:23][C:24](=[O:25])[OH:26].[Cl:1][c:2]1[c:3](-[c:10]2[c:11]([Cl:21])[cH:12][c:13]([Cl:20])[c:14]([S:16]([Cl:17])(=[O:18])=[O:19])[cH:15]2)[n:4][n:5]([CH3:9])[c:6]1[S:7][CH3:8].[Zn:22]>>[Cl:1][c:2]1[c:3](-[c:10]2[c:11]([Cl:21])[cH:12][c:13]([Cl:20])[c:14]([SH:16])[cH:15]2)[n:4][n:5]([CH3:9])[c:6]1[S:7][CH3:8].